Dataset: the Open Reaction Database (ORD), a public repository of structured organic reaction records. Task: describe an organic reaction: reactants, conditions, products, and yield Reactants: CS(=O)(=O)OC(C)C1=NOC=C1 (1-Isoxazol-3-ylethyl methanesulfonate), C([O-])([O-])=O.[Cs+].[Cs+] (cesium carbonate), FC1=CC=C(C=C1)C=1N=CN(C1C1=NC=NC=C1)C1CCNCC1 (4-[4-(4-fluorophenyl)-1-piperidin-4-yl-1H-imidazol-5-yl]pyrimidine), C(C)(=O)OCC (Ethyl acetate). Solvent: CN(C)C=O (DMF). Conditions: temperature 60 celsius, time 18 hour. Yields the product FC1=CC=C(C=C1)C=1N=CN(C1C1=NC=NC=C1)C1CCN(CC1)[C@H](C)C1=NOC=C1 (4-[4-(4-fluorophenyl)-1-{1-[(1R)-1-isoxazol-3-ylethyl]piperidin-4-yl}-1H-imidazol-5-yl]pyrimidine). RXN SMILES: CS(O[CH:6]([C:8]1[CH:12]=[CH:11][O:10][N:9]=1)[CH3:7])(=O)=O.C(=O)([O-])[O-].[Cs+].[Cs+].[F:19][C:20]1[CH:25]=[CH:24][C:23]([C:26]2[N:27]=[CH:28][N:29]([CH:37]3[CH2:42][CH2:41][NH:40][CH2:39][CH2:38]3)[C:30]=2[C:31]2[CH:36]=[CH:35][N:34]=[CH:33][N:32]=2)=[CH:22][CH:21]=1.C(OCC)(=O)C>CN(C=O)C>[F:19][C:20]1[CH:21]=[CH:22][C:23]([C:26]2[N:27]=[CH:28][N:29]([CH:37]3[CH2:42][CH2:41][N:40]([C@@H:6]([C:8]4[CH:12]=[CH:11][O:10][N:9]=4)[CH3:7])[CH2:39][CH2:38]3)[C:30]=2[C:31]2[CH:36]=[CH:35][N:34]=[CH:33][N:32]=2)=[CH:24][CH:25]=1 |f:1.2.3|. Procedure details: To a solution of 1-isoxazol-3-ylethyl methanesulfonate (C7) (1.2 g, 6.3 mmol) in DMF (40 mL) was added cesium carbonate (1.5 g, 4.6 mmol) and 4-[4-(4-fluorophenyl)-1-piperidin-4-yl-1H-imidazol-5-yl]pyrimidine (C15) (600 mg, 1.86 mmol), and the reaction was stirred at 60° C. for 18 hours. Ethyl acetate (200 mL) was added, and the mixture was washed with water (3×40 mL), washed with saturated aqueous sodium chloride solution, dried over sodium sulfate, filtered, and concentrated in vacuo. Purifica... Starting materials: CN1N=CC=C1C=1C=C(C(=O)OC)C=CC1 (methyl 3-(1-methyl-1H-pyrazol-5-yl)benzoate), [OH-].[Na+] (NaOH). Conditions: time 2 hour. The product is CN1N=CC=C1C=1C=C(C(=O)O)C=CC1 (3-(1-methyl-1H-pyrazol-5-yl)benzoic acid). Solvent: CO (MeOH). As a reaction SMILES: [CH3:1][N:2]1[C:6]([C:7]2[CH:8]=[C:9]([CH:14]=[CH:15][CH:16]=2)[C:10]([O:12]C)=[O:11])=[CH:5][CH:4]=[N:3]1.[OH-].[Na+]>CO>[CH3:1][N:2]1[C:6]([C:7]2[CH:8]=[C:9]([CH:14]=[CH:15][CH:16]=2)[C:10]([OH:12])=[O:11])=[CH:5][CH:4]=[N:3]1 |f:1.2|. Procedure details: To a solution of methyl 3-(1-methyl-1H-pyrazol-5-yl)benzoate (200 mg, 0.93 mmol) in MeOH (3 mL) was added aqueous NaOH (1 mL, 0.4M). The mixture was stirred at room temperature for 2 h. The reaction solution was concentrated and the residue was dissolved in water and adjusted pH to 5˜6 with 2N of HCl. The solution was extracted with EtOAc (2×20 mL). The combined organic layers were dried and concentrated to give the target crude product which was used directly in the next step. LCMS (m/z): 203.1... Starting materials: CCO, O=[N+]([O-])c1ccc2oc(CCN3CCCC3)nc2c1, [Pd]. The product is Nc1ccc2oc(CCN3CCCC3)nc2c1. As a reaction SMILES: [CH3:20][CH2:21][OH:22].[N+:1]([O-:2])(=[O:3])[c:4]1[cH:5][cH:6][c:7]2[c:8]([n:9][c:10]([CH2:12][CH2:13][N:14]3[CH2:15][CH2:16][CH2:17][CH2:18]3)[o:11]2)[cH:19]1.[Pd:23]>>[NH2:1][c:4]1[cH:5][cH:6][c:7]2[c:8]([n:9][c:10]([CH2:12][CH2:13][N:14]3[CH2:15][CH2:16][CH2:17][CH2:18]3)[o:11]2)[cH:19]1. Starting materials: C(C1=CC=CC=C1)(=O)C=1C(N(C(N(C1CBr)C)=O)C)=O (5-Benzoyl-6-(bromomethyl)-1,3-dimethylpyrimidine-2,4(1H,3H)-dione), TEA, C(C1=CC=CC=C1)(=O)C=1C(N(C(N(C1CBr)C)=O)C)=O (5-Benzoyl-6-(bromomethyl)-1,3-dimethylpyrimidine-2,4(1H,3H)-dione), NCC(CO)O (3-aminopropane-1,2-diol). Solvent: CCO (EtOH). The product is OC(CN1C=C2N(C(N(C(C2=C1C1=CC=CC=C1)=O)C)=O)C)CO (6-(2,3-Dihydroxypropyl)-1,3-dimethyl-5-phenyl-1H-pyrrolo[3,4-d]pyrimidine-2,4(3H,6H)-dione). RXN SMILES: [C:1]([C:9]1[C:10](=[O:20])[N:11]([CH3:19])[C:12](=[O:18])[N:13]([CH3:17])[C:14]=1[CH2:15]Br)(=O)[C:2]1[CH:7]=[CH:6][CH:5]=[CH:4][CH:3]=1.[NH2:21][CH2:22][CH:23]([OH:26])[CH2:24][OH:25]>CCO>[OH:26][CH:23]([CH2:24][OH:25])[CH2:22][N:21]1[C:1]([C:2]2[CH:7]=[CH:6][CH:5]=[CH:4][CH:3]=2)=[C:9]2[C:14]([N:13]([CH3:17])[C:12](=[O:18])[N:11]([CH3:19])[C:10]2=[O:20])=[CH:15]1. Procedure details: 5-Benzoyl-6-(bromomethyl)-1,3-dimethylpyrimidine-2,4(1H,3H)-dione (Intermediate C)(670 mg, 1.987 mmol), 3-aminopropane-1,2-diol (0.231 ml, 2.98 mmol) and TEA (0.554 ml, 3.97 mmol) were combined in EtOH (15 ml) and heated at reflux for 15 mins. Product: O=C(O)C1CC1c1ccccc1OS(=O)(=O)c1ccc(C(F)(F)F)cc1. The reactants are ClC(Cl)(Cl)Cl, CC#N, O=S(=O)(Oc1ccccc1C1CC1CO)c1ccc(C(F)(F)F)cc1, [O-][I+3]([O-])([O-])[O-], [Na+], O. Reaction SMILES: [C:26]([Cl:27])([Cl:28])([Cl:29])[Cl:30].[CH3:31][C:32]#[N:33].[F:1][C:2]([c:3]1[cH:4][cH:5][c:6]([S:9](=[O:10])(=[O:11])[O:12][c:13]2[c:14]([CH:19]3[CH:20]([CH2:22][OH:23])[CH2:21]3)[cH:15][cH:16][cH:17][cH:18]2)[cH:7][cH:8]1)([F:24])[F:25].[I+3:34]([O-:35])([O-:36])([O-:37])[O-:38].[Na+:39].[OH2:40]>>[F:1][C:2]([c:3]1[cH:4][cH:5][c:6]([S:9](=[O:10])(=[O:11])[O:12][c:13]2[c:14]([CH:19]3[CH:20]([C:22](=[O:23])[OH:35])[CH2:21]3)[cH:15][cH:16][cH:17][cH:18]2)[cH:7][cH:8]1)([F:24])[F:25]. Yield: 45.0%. The reagents and catalysts are O=[Mn]=O (MnO2). The reactants are C1CCOC1 (THF), COC(C1=CC(=C(C(=C1)OCC)Cl)N)=O (3-amino-4-chloro-5-ethoxy-benzoic acid methyl ester), [H-].[Al+3].[Li+].[H-].[H-].[H-] (lithium aluminium hydride), C1CCOC1 (THF), product. Reported procedure: To a solution of 3-amino-4-chloro-5-ethoxy-benzoic acid methyl ester (1.8 g, 6.63 mmol, 1.0 equiv) in anhydrous THF (50 mL) was added lithium aluminium hydride (0.50 g, 13.25 mmol, 2.0 equiv) and the reaction mixture stirred at rt for 4 h. The crude reaction mixture was filtered, the filtrate extracted with diethyl ether (3×50 mL) and the combined organic phases dried over MgSO4 providing 1.58 g (100%) of the benzyl alcohol. The crude reaction product (0.13 g, 0.53 mmol, 1.0 equiv) was dissolved... Conditions: time 4 hour. As a reaction SMILES: CO[C:3](=[O:15])[C:4]1[CH:9]=[C:8]([O:10][CH2:11][CH3:12])[C:7]([Cl:13])=[C:6]([NH2:14])[CH:5]=1.[H-].[Al+3].[Li+].[H-].[H-].[H-].C1C[O:25][CH2:24][CH2:23]1>O=[Mn]=O>[Cl:13][C:7]1[C:8]([O:10][CH2:11][CH3:12])=[CH:9][C:4]([CH:3]=[O:15])=[CH:5][C:6]=1[NH:14][C:24](=[O:25])[CH3:23] |f:1.2.3.4.5.6|. Yields the product ClC1=C(C=C(C=C1OCC)C=O)NC(C)=O (N-(2-Chloro-3-ethoxy-5-formyl-phenyl)-acetamide).